Dataset: the Open Reaction Database (ORD), a public repository of structured organic reaction records. Task: describe an organic reaction: reactants, conditions, products, and yield Isolated yield 57.5%. Reaction conditions: temperature 80 celsius. The solvent is O (water), C(C)(=O)OCC (ethyl acetate), C(C)(=O)OCC (ethyl acetate), C(C)(=O)OCC.CC#N (ethyl acetate MeCN). Procedure details: To a suspension of 6-[(2,4,4-trimethyl-3,1-benzoxazin-5-yl)oxy]pyridin-3-amine (Intermediate 204, 185 mg, 0.65 mmol) and (R)-2-amino-2-methyl-butanoic acid hydrochloride (100 mg, 0.67 mmol) in ethyl acetate/MeCN (2 mL, 1:3 v/v mixture), a 50% w/w solution in ethyl acetate of T3P (0.43 mL) was added drop wise at 0° C. The mixture was then heated at 60° C. for 3 hours and at 80° C. for 4.5 hours. The mixture was cooled to room temperature diluted with water (5 mL) and ethyl acetate (10 mL), Two ph... Product: N[C@@](C(=O)NC=1C=NC(=CC1)OC1=CC=CC2=C1C(OC(=N2)C)(C)C)(CC)C ((2R)-2-amino-2-methyl-N-[6-[(2,4,4-trimethyl-3,1-benzoxazin-5-yl)oxy]-3-pyridyl]butanamide). As a reaction SMILES: [CH3:1][C:2]1[O:7][C:6]([CH3:9])([CH3:8])[C:5]2[C:10]([O:14][C:15]3[N:20]=[CH:19][C:18]([NH2:21])=[CH:17][CH:16]=3)=[CH:11][CH:12]=[CH:13][C:4]=2[N:3]=1.Cl.[NH2:23][C@:24]([CH3:30])([CH2:28][CH3:29])[C:25](O)=[O:26].C(P1(=O)OP(CCC)(=O)OP(CCC)(=O)O1)CC>C(OCC)(=O)C.CC#N.C(OCC)(=O)C.O>[NH2:23][C@:24]([CH3:30])([CH2:28][CH3:29])[C:25]([NH:21][C:18]1[CH:19]=[N:20][C:15]([O:14][C:10]2[C:5]3[C:6]([CH3:8])([CH3:9])[O:7][C:2]([CH3:1])=[N:3][C:4]=3[CH:13]=[CH:12][CH:11]=2)=[CH:16][CH:17]=1)=[O:26] |f:1.2,4.5|. Reactants: C(CC)P1(OP(OP(O1)(=O)CCC)(=O)CCC)=O (T3P), CC1=NC2=C(C(O1)(C)C)C(=CC=C2)OC2=CC=C(C=N2)N (6-[(2,4,4-trimethyl-3,1-benzoxazin-5-yl)oxy]pyridin-3-amine), CC1=NC2=C(C(O1)(C)C)C(=CC=C2)OC2=CC=C(C=N2)N (6-[(2,4,4-trimethyl-3,1-benzoxazin-5-yl)oxy]pyridin-3-amine), Cl.N[C@@](C(=O)O)(CC)C ((R)-2-amino-2-methyl-butanoic acid hydrochloride).